From a dataset of the Open Reaction Database (ORD), a public repository of structured organic reaction records. describe an organic reaction: reactants, conditions, products, and yield The reactants are CCCCCCCCCCCCCCn1c(C)c(CC(=O)OCC)c2cc(OC)ccc21, CCCCCCCCCCCCCCn1c(C)c(CC(=O)O)c2cc(OC)ccc21, CO, Cl, [Na+], [OH-]. Yields the product CCCCCCCCCCCCCCn1c(C)c(CC(=O)O)c2cc(C)ccc21. Reaction SMILES: [CH2:31]([O:32][C:33](=[O:34])[CH2:35][c:36]1[c:37]2[c:38]([cH:39][cH:40][c:41]([O:42][CH3:43])[cH:44]2)[n:45]([CH2:46][CH2:47][CH2:48][CH2:49][CH2:50][CH2:51][CH2:52][CH2:53][CH2:54][CH2:55][CH2:56][CH2:57][CH2:58][CH3:59])[c:60]1[CH3:61])[CH3:62].[CH3:1][O:2][c:3]1[cH:4][c:5]2[c:6]([CH2:27][C:28](=[O:29])[OH:30])[c:7]([CH3:26])[n:8]([CH2:12][CH2:13][CH2:14][CH2:15][CH2:16][CH2:17][CH2:18][CH2:19][CH2:20][CH2:21][CH2:22][CH2:23][CH2:24][CH3:25])[c:9]2[cH:10][cH:11]1.[CH3:66][OH:67].[ClH:65].[Na+:64].[OH-:63]>>[c:3]1([CH3:31])[cH:4][c:5]2[c:6]([CH2:27][C:28](=[O:29])[OH:30])[c:7]([CH3:26])[n:8]([CH2:12][CH2:13][CH2:14][CH2:15][CH2:16][CH2:17][CH2:18][CH2:19][CH2:20][CH2:21][CH2:22][CH2:23][CH2:24][CH3:25])[c:9]2[cH:10][cH:11]1.